This data is from the Open Reaction Database (ORD), a public repository of structured organic reaction records. The task is: describe an organic reaction: reactants, conditions, products, and yield The reactants are N1=CC(=CC=C1)B(O)O (3-pyridineboronic acid), BrC=1C=C(C=CC1)NC(COCC(=O)NC1=C(C(=O)O)C=C(C=C1)Cl)=O (2-[((2-[(3-bromophenyl)amino]-2-oxoethoxy)acetyl)amino]-5-chlorobenzoic acid), methyl ester, tetrakis(triphenyl phosphine)palladium (0), C([O-])([O-])=O.[Na+].[Na+] (sodium carbonate). The solvent is CO (methanol), C1(=CC=CC=C1)C (toluene). The product is ClC=1C=CC(=C(C(=O)O)C1)NC(COCC(NC1=CC(=CC=C1)C=1C=NC=CC1)=O)=O (5-chloro-2-([(2-oxo-2-([3-(pyridin-3-yl)phenyl]amino)ethoxy)acetyl]amino)benzoic acid). RXN SMILES: [N:1]1[CH:6]=[CH:5][CH:4]=[C:3](B(O)O)[CH:2]=1.Br[C:11]1[CH:12]=[C:13]([NH:17][C:18](=[O:35])[CH2:19][O:20][CH2:21][C:22]([NH:24][C:25]2[CH:33]=[CH:32][C:31]([Cl:34])=[CH:30][C:26]=2[C:27]([OH:29])=[O:28])=[O:23])[CH:14]=[CH:15][CH:16]=1.C(=O)([O-])[O-].[Na+].[Na+]>C1(C)C=CC=CC=1.CO>[Cl:34][C:31]1[CH:32]=[CH:33][C:25]([NH:24][C:22](=[O:23])[CH2:21][O:20][CH2:19][C:18](=[O:35])[NH:17][C:13]2[CH:12]=[CH:11][CH:16]=[C:15]([C:3]3[CH:2]=[N:1][CH:6]=[CH:5][CH:4]=3)[CH:14]=2)=[C:26]([CH:30]=1)[C:27]([OH:29])=[O:28] |f:2.3.4|. Reported procedure: 0.48 g (3.88 mmol) of 3-pyridineboronic acid, 1.3 g (2.85 mmol) of 2-[((2-[(3-bromophenyl)amino]-2-oxoethoxy)acetyl)amino]-5-chlorobenzoic acid.methyl ester, 95.9 mg (0.08 mmol) of tetrakis(triphenyl phosphine)palladium (0), and 0.41 g (3.88 mmol) of 2N sodium carbonate were heated under reflux for 8 hours in 9.2 mL of toluene and 2.6 mL of methanol. After completion of the reaction, the solvent was distilled off under reduced pressure, and ethyl acetate was added to separate the solid by filtra...